This data is from the Open Reaction Database (ORD), a public repository of structured organic reaction records. The task is: describe an organic reaction: reactants, conditions, products, and yield Starting materials: ClC1=C(C(=CC(=C1)C(F)(F)F)Cl)N1N=CC(=N1)C=O (2-(2,6-Dichloro-4-trifluoromethylphenyl)-2H-1,2,3-triazole-4-carboxaldehyde), C(=O)C=P(C1=CC=CC=C1)(C1=CC=CC=C1)C1=CC=CC=C1 (formylmethylene triphenylphosphorane), C1(=CC=CC=C1)C (toluene). The product is ClC1=C(C(=CC(=C1)C(F)(F)F)Cl)N1N=CC(=N1)C=CC=O (3-[(2,6-dichloro-4-trifluoromethylphenyl)-2H-1,2,3-triazol-4-yl]-2-propenal). As a reaction SMILES: [Cl:1][C:2]1[CH:7]=[C:6]([C:8]([F:11])([F:10])[F:9])[CH:5]=[C:4]([Cl:12])[C:3]=1[N:13]1[N:17]=[C:16](C=O)[CH:15]=[N:14]1.C(C=P(C1C=CC=CC=1)(C1C=CC=CC=1)C1C=CC=CC=1)=[O:21].[C:42]1([CH3:48])C=CC=C[CH:43]=1>>[Cl:1][C:2]1[CH:7]=[C:6]([C:8]([F:9])([F:10])[F:11])[CH:5]=[C:4]([Cl:12])[C:3]=1[N:13]1[N:17]=[C:16]([CH:43]=[CH:42][CH:48]=[O:21])[CH:15]=[N:14]1. Procedure: 2-(2,6-Dichloro-4-trifluoromethylphenyl)-2H-1,2,3-triazole-4-carboxaldehyde (2 g) and formylmethylene triphenylphosphorane (1.9 g) were heated under reflux in toluene for 4 hours. After removal of the solvent at reduced pressure the resulting residue was purified by column chromatography to give 3-[(2,6-dichloro-4-trifluoromethylphenyl)-2H-1,2,3-triazol-4-yl]-2-propenal, m.p. 68°-69°. This compound (1.8 g) was then stirred with diaminomaleonitrile (0.6 g) in methanol containing a trace of p-tolu... Starting materials: OCCCC=1N=C2N(C=C(C=C2)NC(C2=CC=C(C=C2)OCC2=NC=CC=C2)=O)C1C (N-[2-(3-hydroxypropyl)-3-methylimidazo[1,2-a]pyridin-6-yl]-4-(pyridin-2-ylmethoxy)benzamide), N1CCOCC1 (morpholine). The product is CC1=C(N=C2N1C=C(C=C2)NC(C2=CC=C(C=C2)OCC2=NC=CC=C2)=O)CCCN2CCOCC2 (N-[3-methyl-2-(3-morpholin-4-ylpropyl)imidazo[1,2-a]pyridin-6-yl]-4-(pyridin-2-ylmethoxy)benzamide). As a reaction SMILES: O[CH2:2][CH2:3][CH2:4][C:5]1[N:6]=[C:7]2[CH:12]=[CH:11][C:10]([NH:13][C:14](=[O:29])[C:15]3[CH:20]=[CH:19][C:18]([O:21][CH2:22][C:23]4[CH:28]=[CH:27][CH:26]=[CH:25][N:24]=4)=[CH:17][CH:16]=3)=[CH:9][N:8]2[C:30]=1[CH3:31].[NH:32]1[CH2:37][CH2:36][O:35][CH2:34][CH2:33]1>>[CH3:31][C:30]1[N:8]2[CH:9]=[C:10]([NH:13][C:14](=[O:29])[C:15]3[CH:16]=[CH:17][C:18]([O:21][CH2:22][C:23]4[CH:28]=[CH:27][CH:26]=[CH:25][N:24]=4)=[CH:19][CH:20]=3)[CH:11]=[CH:12][C:7]2=[N:6][C:5]=1[CH2:4][CH2:3][CH2:2][N:32]1[CH2:37][CH2:36][O:35][CH2:34][CH2:33]1. Procedure details: The compound (20.0 mg) obtained in Example 14 and morpholine (1 mL) were processed in the same manner as in Production Example 46-3 to obtain the entitled compound (13.0 mg). The reactants are CCc1ccc(N2CCC3(CCN(S(=O)(=O)c4ccccc4I)CC3)C2=O)cc1, CNCCNC, [K+], [K+], O=C1CCCN1, O=C([O-])[O-], CN(C)C=O. Yields the product CCc1ccc(N2CCC3(CCN(S(=O)(=O)c4ccccc4N4CCCC4=O)CC3)C2=O)cc1. RXN SMILES: [CH2:1]([CH3:2])[c:3]1[cH:4][cH:5][c:6]([N:9]2[C:10](=[O:29])[C:11]3([CH2:12][CH2:13]2)[CH2:14][CH2:15][N:16]([S:19](=[O:20])(=[O:21])[c:22]2[c:23]([I:28])[cH:24][cH:25][cH:26][cH:27]2)[CH2:17][CH2:18]3)[cH:7][cH:8]1.[CH3:42][NH:43][CH2:44][CH2:45][NH:46][CH3:47].[K+:36].[K+:37].[NH:30]1[C:31](=[O:35])[CH2:32][CH2:33][CH2:34]1.[O-:38][C:39]([O-:40])=[O:41].[O:48]=[CH:49][N:50]([CH3:51])[CH3:52]>>[CH2:1]([CH3:2])[c:3]1[cH:4][cH:5][c:6]([N:9]2[C:10](=[O:29])[C:11]3([CH2:12][CH2:13]2)[CH2:14][CH2:15][N:16]([S:19](=[O:20])(=[O:21])[c:22]2[c:23]([N:30]4[C:31](=[O:35])[CH2:32][CH2:33][CH2:34]4)[cH:24][cH:25][cH:26][cH:27]2)[CH2:17][CH2:18]3)[cH:7][cH:8]1.